This data is from the Open Reaction Database (ORD), a public repository of structured organic reaction records. The task is: describe an organic reaction: reactants, conditions, products, and yield Reactants: N1=CC=C(C=C1)N1CCC(C(=O)OC)CC1 (methyl N-(4-pyridyl)isonipecotate), [H-].[Al+3].[Li+].[H-].[H-].[H-] (lithium aluminum hydride), [OH-].[Na+] (sodium hydroxide), C(=O)([O-])C(O)C(O)C(=O)[O-].[Na+].[Na+] (sodium tartrate), C(=O)([O-])C(O)C(O)C(=O)[O-].[K+].[K+] (potassium tartrate). Solvent: O1CCCC1 (tetrahydrofuran), O1CCCC1 (tetrahydrofuran), O (water), O (water), O (water), C(C)(=O)OCC (ethyl acetate). Run at temperature 0 celsius, time 0.25 hour. The product is N1=CC=C(C=C1)N1CCC(CC1)CO (1-(4-pyridyl)piperidine-4-methanol). Isolated yield 68.3%. As a reaction SMILES: [N:1]1[CH:6]=[CH:5][C:4]([N:7]2[CH2:16][CH2:15][CH:10]([C:11](OC)=[O:12])[CH2:9][CH2:8]2)=[CH:3][CH:2]=1.[H-].[Al+3].[Li+].[H-].[H-].[H-].[OH-].[Na+].C(C(C(C([O-])=O)O)O)([O-])=O.[Na+].[Na+].C(C(C(C([O-])=O)O)O)([O-])=O.[K+].[K+]>O1CCCC1.O.C(OCC)(=O)C>[N:1]1[CH:6]=[CH:5][C:4]([N:7]2[CH2:8][CH2:9][CH:10]([CH2:11][OH:12])[CH2:15][CH2:16]2)=[CH:3][CH:2]=1 |f:1.2.3.4.5.6,7.8,9.10.11,12.13.14|. Reported procedure: 1-(4-Pyridyl)piperidine-4-methanol was prepared using a procedure similar to the following: A solution of methyl N-(4-pyridyl)isonipecotate (600 mg, 2.72 mmol) in tetrahydrofuran was added to a solution of lithium aluminum hydride (100 mg) in tetrahydrofuran (14 mL) cooled to 0° C. upon consumption of the starting material (0.5-2 h), the mixture was treated with water (0.10 mL), 15% aqueous sodium hydroxide (0.10 mL), and water (0.30 mL). After 0.25 h, the mixture was sonicated for 0.25 h, then ... The reactants are C(C)C=1C=NC(=NC1)N(CCC1=CC=C(C=C1)O)CC1=CC=C(C=C1)C(F)(F)F (4-(2-{(5-ethylpyrimidin-2-yl)[4-(trifluoromethyl)benzyl]amino}ethyl)phenol), BrC(C(=O)OC(C)(C)C)C (t-butyl 2-bromopropionate). Yields the product C(C)C=1C=NC(=NC1)N(CCC1=CC=C(OC(C(=O)O)C)C=C1)CC1=CC=C(C=C1)C(F)(F)F (2-[4-(2-{(5-Ethylpyrimidin-2-yl)[4-(trifluoromethyl)benzyl]amino}ethyl)phenoxy]propanoic acid). As a reaction SMILES: [CH2:1]([C:3]1[CH:4]=[N:5][C:6]([N:9]([CH2:19][C:20]2[CH:25]=[CH:24][C:23]([C:26]([F:29])([F:28])[F:27])=[CH:22][CH:21]=2)[CH2:10][CH2:11][C:12]2[CH:17]=[CH:16][C:15]([OH:18])=[CH:14][CH:13]=2)=[N:7][CH:8]=1)[CH3:2].Br[CH:31]([CH3:39])[C:32]([O:34]C(C)(C)C)=[O:33]>>[CH2:1]([C:3]1[CH:8]=[N:7][C:6]([N:9]([CH2:19][C:20]2[CH:25]=[CH:24][C:23]([C:26]([F:28])([F:29])[F:27])=[CH:22][CH:21]=2)[CH2:10][CH2:11][C:12]2[CH:13]=[CH:14][C:15]([O:18][CH:31]([CH3:39])[C:32]([OH:34])=[O:33])=[CH:16][CH:17]=2)=[N:5][CH:4]=1)[CH3:2]. Procedure: Similarly prepared from 4-(2-{(5-ethylpyrimidin-2-yl)[4-(trifluoromethyl)benzyl]amino}ethyl)phenol and t-butyl 2-bromopropionate. The reactants are COc1ccccc1-c1nn(COCC[Si](C)(C)C)c2ncc(-c3cccc(C(O)c4ncccc4C)c3)cc12, ClCCl, O=C(O)C(F)(F)F. Product: COc1ccccc1-c1n[nH]c2ncc(-c3cccc(C(O)c4ncccc4C)c3)cc12. Reaction SMILES: [CH3:1][O:2][c:3]1[c:4](-[c:9]2[n:10][n:11]([CH2:33][O:34][CH2:35][CH2:36][Si:37]([CH3:38])([CH3:39])[CH3:40])[c:12]3[n:13][cH:14][c:15](-[c:18]4[cH:19][c:20]([CH:24]([OH:25])[c:26]5[n:27][cH:28][cH:29][cH:30][c:31]5[CH3:32])[cH:21][cH:22][cH:23]4)[cH:16][c:17]23)[cH:5][cH:6][cH:7][cH:8]1.[Cl:48][CH2:49][Cl:50].[OH:41][C:42]([C:43]([F:44])([F:45])[F:46])=[O:47]>>[CH3:1][O:2][c:3]1[c:4](-[c:9]2[n:10][nH:11][c:12]3[n:13][cH:14][c:15](-[c:18]4[cH:19][c:20]([CH:24]([OH:25])[c:26]5[n:27][cH:28][cH:29][cH:30][c:31]5[CH3:32])[cH:21][cH:22][cH:23]4)[cH:16][c:17]23)[cH:5][cH:6][cH:7][cH:8]1. Starting materials: [BH4-].[Na+] (sodium borohydride), C(C)(C)(C)C=1C=C(C(=C(C=O)C1)OC)[N+](=O)[O-] (5-tert-butyl-2-methoxy-3-nitro-benzaldehyde). Solvent: ClCCl (dichloromethane), CO (methanol). Conditions: time 2 hour. Yields the product C(C)(C)(C)C=1C=C(C(=C(C1)CO)OC)[N+](=O)[O-] ((5-tert-butyl-2-methoxy-3-nitro-phenyl)-methanol). Reaction SMILES: [BH4-].[Na+].[C:3]([C:7]1[CH:8]=[C:9]([N+:17]([O-:19])=[O:18])[C:10]([O:15][CH3:16])=[C:11]([CH:14]=1)[CH:12]=[O:13])([CH3:6])([CH3:5])[CH3:4]>ClCCl.CO>[C:3]([C:7]1[CH:8]=[C:9]([N+:17]([O-:19])=[O:18])[C:10]([O:15][CH3:16])=[C:11]([CH2:12][OH:13])[CH:14]=1)([CH3:6])([CH3:4])[CH3:5] |f:0.1|. Procedure details: At approx. 10° C., 0.65 g sodium borohydride are added to a solution of 3.75 g 5-tert-butyl-2-methoxy-3-nitro-benzaldehyde in 15 ml dichloromethane and 15 ml of methanol. The solution is stirred for 2 h at ambient temperature and then evaporated down. The residue is combined with aqueous acetic acid and extracted with ethyl acetate. The combined extracts are washed with water and with saturated aqueous saline solution, dried (MgSO4) and evaporated to dryness. Starting materials: OC1=CC=2NC3=CC=CC(=C3SC2C=C1)SC (2-hydroxy-6-methylthiophenothiazine), S(=O)(=O)(OC)OC (dimethyl sulphate), C([O-])([O-])=O.[Na+].[Na+] (sodium carbonate). Solvent: CC(=O)C (acetone). Product: COC1=CC=2NC3=CC=CC(=C3SC2C=C1)SC (2-Methoxy-6-methylthiophenothiazine). Yield: 50.5%. Reaction SMILES: [OH:1][C:2]1[CH:15]=[CH:14][C:13]2[S:12][C:11]3[C:6](=[CH:7][CH:8]=[CH:9][C:10]=3[S:16][CH3:17])[NH:5][C:4]=2[CH:3]=1.S(OC)(O[CH3:22])(=O)=O.C(=O)([O-])[O-].[Na+].[Na+]>CC(C)=O>[CH3:22][O:1][C:2]1[CH:15]=[CH:14][C:13]2[S:12][C:11]3[C:6](=[CH:7][CH:8]=[CH:9][C:10]=3[S:16][CH3:17])[NH:5][C:4]=2[CH:3]=1 |f:2.3.4|. Procedure details: 2-Methoxy-6-methylthiophenothiazine (m.p. 152°-154°C.; 20.1 g.) is prepared by methylation of 2-hydroxy-6-methylthiophenothiazine (37.8 g.) by means of dimethyl sulphate (22.2 g.) in the presence of sodium carbonate (30.1 g.) in acetone.